Task: describe an organic reaction: reactants, conditions, products, and yield. Dataset: the Open Reaction Database (ORD), a public repository of structured organic reaction records Reported procedure: 2.00 g of a 50% dispersion of sodium hydride in mineral oil was added to a solution of 5.75 g (0.025 mol) of 5,11-dihydro-5-methyl-6H-dipyrido[3,2-b:2',3'-e][1,4]diazepin-6-one in 100 ml of dimethylformamide. When the evolution of hydrogen ceased, the mixture was heated to 50° C. for 30 min. and then cooled to room temperature. Then, 7.80 g of ethyl iodide (neat) was added dropwise over 15 minutes, and the resulting mixture was allowed to stir overnight at room temperature. The excess sodium hyd... Isolated yield 70.8%. Run in O (water), CN(C=O)C (dimethylformamide). As a reaction SMILES: [H-].[Na+].[CH3:3][N:4]1[C:10](=[O:11])[C:9]2[CH:12]=[CH:13][CH:14]=[N:15][C:8]=2[NH:7][C:6]2[N:16]=[CH:17][CH:18]=[CH:19][C:5]1=2.[H][H].[CH2:22](I)[CH3:23]>CN(C)C=O.O>[CH2:22]([N:7]1[C:8]2[N:15]=[CH:14][CH:13]=[CH:12][C:9]=2[C:10](=[O:11])[N:4]([CH3:3])[C:5]2[CH:19]=[CH:18][CH:17]=[N:16][C:6]1=2)[CH3:23] |f:0.1|. Reactants: C(C)I (ethyl iodide), [H-].[Na+] (sodium hydride), CN1C2=C(NC3=C(C1=O)C=CC=N3)N=CC=C2 (5,11-dihydro-5-methyl-6H-dipyrido[3,2-b:2',3'-e][1,4]diazepin-6-one), [H][H] (hydrogen), [H-].[Na+] (sodium hydride). Conditions: temperature 50 celsius, time 8 hour. Yields the product C(C)N1C2=C(N(C(C3=C1N=CC=C3)=O)C)C=CC=N2 (5,11-dihydro-11-ethyl-5-methyl-6H-dipyrido[3,2-b:2',3'-e][1,4]diazepin-6-one). Starting materials: ClC=1C=C(C=C2C(=NN(C12)C)C(C(CCC)C1=CC=C(C(=O)NCCC(=O)OC(C)(C)C)C=C1)C1=CC=C(C=C1)Cl)C(F)(F)F (tert-Butyl N-(4-{1-[[7-chloro-1-methyl-5-(trifluoromethyl)-1H-indazol-3-yl](4-chlorophenyl)methyl]butyl}benzoyl)-β-alaninate), C(=O)(C(F)(F)F)O (TFA). Solvent: C(Cl)Cl (DCM). Run at time 30 minute. The product is ClC=1C=C(C=C2C(=NN(C12)C)C(C(CCC)C1=CC=C(C(=O)NCCC(=O)O)C=C1)C1=CC=C(C=C1)Cl)C(F)(F)F (N-(4-{1-[[7-Chloro-1-methyl-5-(trifluoromethyl)-1H-indazol-3-yl](4-chlorophenyl)methyl]butyl}benzoyl)-β-alanine). As a reaction SMILES: [Cl:1][C:2]1[CH:3]=[C:4]([C:42]([F:45])([F:44])[F:43])[CH:5]=[C:6]2[C:10]=1[N:9]([CH3:11])[N:8]=[C:7]2[CH:12]([C:35]1[CH:40]=[CH:39][C:38]([Cl:41])=[CH:37][CH:36]=1)[CH:13]([C:17]1[CH:34]=[CH:33][C:20]([C:21]([NH:23][CH2:24][CH2:25][C:26]([O:28]C(C)(C)C)=[O:27])=[O:22])=[CH:19][CH:18]=1)[CH2:14][CH2:15][CH3:16].C(O)(C(F)(F)F)=O>C(Cl)Cl>[Cl:1][C:2]1[CH:3]=[C:4]([C:42]([F:44])([F:43])[F:45])[CH:5]=[C:6]2[C:10]=1[N:9]([CH3:11])[N:8]=[C:7]2[CH:12]([C:35]1[CH:40]=[CH:39][C:38]([Cl:41])=[CH:37][CH:36]=1)[CH:13]([C:17]1[CH:34]=[CH:33][C:20]([C:21]([NH:23][CH2:24][CH2:25][C:26]([OH:28])=[O:27])=[O:22])=[CH:19][CH:18]=1)[CH2:14][CH2:15][CH3:16]. Reported procedure: To a solution of the slower-eluting enantiomer of the product from Step B (4.6 mg, 0.0069 mmol) in DCM (1 mL) was added TFA (1 mL, 13 mmol), and the solution was stirred for 30 minutes at RT. The solution was concentrated, then the residue was purified by reverse phase HPLC eluting with acetonitrile/water+0.1% TFA. Following lyophilization, this afforded the enantiopure title compound as a white solid. 1H NMR (500 MHz, CD3OD): δ 7.92 (s, 1H); 7.62 (d, J=8.5 Hz, 2H); 7.53 (d, J=8.3 Hz, 2H); 7.43 ... Reported procedure: In a 20 mL glass microwave tube, 2-chloro-6-(tributylstannyl)pyrazine (0.807 g, 1.999 mmol), 5-(3-iodo-1-tosyl-1H-indol-5-yl)-N-(4-methoxybenzyl)-1,3,4-oxadiazol-2-amine (1.00 g, 1.665 mmol), CuI (0.381 g, 1.999 mmol), Pd(PPh3)4 (0.096 g, 0.083 mmol) was purged with argon and treated with DMF (15 mL). The tube was heated in an Initiator microwave reactor (Personal Chemistry, Biotage AB, Inc., Uppsala, Sweden) at 100° C. for 1 h. The crude mixture was then diluted with DCM and washed with water. ... Yields the product ClC1=CN=CC(=N1)C1=CN(C2=CC=C(C=C12)C1=NN=C(O1)NCC1=CC=C(C=C1)OC)S(=O)(=O)C1=CC=C(C)C=C1 (5-(3-(6-chloropyrazin-2-yl)-1-tosyl-1H-indol-5-yl)-N-(4-methoxybenzyl)-1,3,4-oxadiazol-2-amine). Isolated yield 49.1%. Run at temperature 100 celsius. RXN SMILES: [Cl:1][C:2]1[CH:7]=[N:6][CH:5]=[C:4]([Sn](CCCC)(CCCC)CCCC)[N:3]=1.I[C:22]1[C:30]2[C:25](=[CH:26][CH:27]=[C:28]([C:31]3[O:35][C:34]([NH:36][CH2:37][C:38]4[CH:43]=[CH:42][C:41]([O:44][CH3:45])=[CH:40][CH:39]=4)=[N:33][N:32]=3)[CH:29]=2)[N:24]([S:46]([C:49]2[CH:55]=[CH:54][C:52]([CH3:53])=[CH:51][CH:50]=2)(=[O:48])=[O:47])[CH:23]=1.CN(C=O)C>C(Cl)Cl.[Cu]I.C1C=CC([P]([Pd]([P](C2C=CC=CC=2)(C2C=CC=CC=2)C2C=CC=CC=2)([P](C2C=CC=CC=2)(C2C=CC=CC=2)C2C=CC=CC=2)[P](C2C=CC=CC=2)(C2C=CC=CC=2)C2C=CC=CC=2)(C2C=CC=CC=2)C2C=CC=CC=2)=CC=1>[Cl:1][C:2]1[N:3]=[C:4]([C:22]2[C:30]3[C:25](=[CH:26][CH:27]=[C:28]([C:31]4[O:35][C:34]([NH:36][CH2:37][C:38]5[CH:39]=[CH:40][C:41]([O:44][CH3:45])=[CH:42][CH:43]=5)=[N:33][N:32]=4)[CH:29]=3)[N:24]([S:46]([C:49]3[CH:50]=[CH:51][C:52]([CH3:53])=[CH:54][CH:55]=3)(=[O:48])=[O:47])[CH:23]=2)[CH:5]=[N:6][CH:7]=1 |^1:69,71,90,109|. Starting materials: ClC1=NC(=CN=C1)[Sn](CCCC)(CCCC)CCCC (2-chloro-6-(tributylstannyl)pyrazine), IC1=CN(C2=CC=C(C=C12)C1=NN=C(O1)NCC1=CC=C(C=C1)OC)S(=O)(=O)C1=CC=C(C)C=C1 (5-(3-iodo-1-tosyl-1H-indol-5-yl)-N-(4-methoxybenzyl)-1,3,4-oxadiazol-2-amine), crude mixture, CN(C)C=O (DMF). The reagents and catalysts are [Cu]I (CuI), C=1C=CC(=CC1)[P](C=2C=CC=CC2)(C=3C=CC=CC3)[Pd]([P](C=4C=CC=CC4)(C=5C=CC=CC5)C=6C=CC=CC6)([P](C=7C=CC=CC7)(C=8C=CC=CC8)C=9C=CC=CC9)[P](C=1C=CC=CC1)(C=1C=CC=CC1)C=1C=CC=CC1 (Pd(PPh3)4). The solvent is C(Cl)Cl (DCM). Reactants: C(C=C)OC(=O)[C@H]1[C@@H]2C[C@@H]([C@]([C@H]12)(C(=O)O)NC(=O)OCC=C)F ((1S,2S,3S,5R,6S)-6-((Allyloxy)carbonyl) 2-(((allyloxy)carbonyl)amino)-3-fluorobicyclo[3.1.0]hexane-2-carboxylic acid), C(OC(C)Cl)(OC1CCCCC1)=O (1-chloroethyl cyclohexyl carbonate). Yields the product ( 2 ), N[C@@]1([C@@H]2[C@H]([C@@H]2C[C@@H]1F)C(=O)O)C(=O)OC(C)OC(=O)OC1CCCCC1 ((1S,2S,3S,5R,6S)-2-Amino-2-((1-(((cyclohexyloxy)carbonyl)oxy)ethoxy)carbonyl)-3-fluorobicyclo[3.1.0]hexane-6-carboxylic acid). The yield is 14.4%. RXN SMILES: C([O:4][C:5]([C@@H:7]1[C@@H:12]2[C@H:8]1[CH2:9][C@H:10]([F:23])[C@@:11]2([NH:16]C(OCC=C)=O)[C:13]([OH:15])=[O:14])=[O:6])C=C.[C:24](=[O:36])([O:29][CH:30]1[CH2:35][CH2:34][CH2:33][CH2:32][CH2:31]1)[O:25][CH:26](Cl)[CH3:27]>>[NH2:16][C@@:11]1([C:13]([O:15][CH:26]([O:25][C:24]([O:29][CH:30]2[CH2:35][CH2:34][CH2:33][CH2:32][CH2:31]2)=[O:36])[CH3:27])=[O:14])[C@@H:10]([F:23])[CH2:9][C@@H:8]2[C@H:12]1[C@H:7]2[C:5]([OH:4])=[O:6]. Procedure: (1S,2S,3S,5R,6S)-6-((Allyloxy)carbonyl) 2-(((allyloxy)carbonyl)amino)-3-fluorobicyclo[3.1.0]hexane-2-carboxylic acid (B-1-1, 701 mg) and 1-chloroethyl cyclohexyl carbonate (664 mg) were treated in the same manner as in Example A-8 (1), (2) to give the title compound (B-1, 115 mg) as a yellow solid.